Dataset: the Open Reaction Database (ORD), a public repository of structured organic reaction records. Task: describe an organic reaction: reactants, conditions, products, and yield The reactants are COC(C1=C(N=CC(=C1)Cl)NCC(=O)N1[C@@H](CN([C@H](C1)C)CC1=CC=C(C=C1)F)C)=O (5-chloro-2-{2-[4-(4-fluoro-benzyl)-(2R,5S)-2,5-dimethyl-piperazin-1-yl]-2-oxo-ethylamino}-nicotinic acid methyl ester), O.[OH-].[Li+] (lithium hydroxide monohydrate). The solvent is O1CCCC1 (tetrahydrofuran), CO (methanol), O (water). Reaction conditions: time 8 hour. The product is ClC=1C=NC(=C(C(=O)O)C1)NCC(=O)N1[C@@H](CN([C@H](C1)C)CC1=CC=C(C=C1)F)C (5-Chloro-2-{2-[4-(4-fluoro-benzyl)-(2R,5S)-2,5-dimethyl-piperazin-1-yl]-2-oxo-ethylamino}-nicotinic acid), hydrochloride salt. Reaction SMILES: C[O:2][C:3](=[O:31])[C:4]1[CH:9]=[C:8]([Cl:10])[CH:7]=[N:6][C:5]=1[NH:11][CH2:12][C:13]([N:15]1[CH2:20][C@H:19]([CH3:21])[N:18]([CH2:22][C:23]2[CH:28]=[CH:27][C:26]([F:29])=[CH:25][CH:24]=2)[CH2:17][C@H:16]1[CH3:30])=[O:14].O.[OH-].[Li+]>O1CCCC1.CO.O>[Cl:10][C:8]1[CH:7]=[N:6][C:5]([NH:11][CH2:12][C:13]([N:15]2[CH2:20][C@H:19]([CH3:21])[N:18]([CH2:22][C:23]3[CH:24]=[CH:25][C:26]([F:29])=[CH:27][CH:28]=3)[CH2:17][C@H:16]2[CH3:30])=[O:14])=[C:4]([CH:9]=1)[C:3]([OH:31])=[O:2] |f:1.2.3|. Procedure: To a solution of 5-chloro-2-{2-[4-(4-fluoro-benzyl)-(2R,5S)-2,5-dimethyl-piperazin-1-yl]-2-oxo-ethylamino}-nicotinic acid methyl ester (0.16 g, 0.36 mmol) in tetrahydrofuran (3 mL), methanol (3 mL) and water (1 mL) was added lithium hydroxide monohydrate (0.075 g, 1.78 mmol). The reaction was stirred at ambient temperature overnight, concentrated in vacuo, diluted with dichloromethane and passed through a glass frit. The filtrate was treated with diethyl ether saturated with hydrogen chloride ga...